This data is from the Open Reaction Database (ORD), a public repository of structured organic reaction records. The task is: describe an organic reaction: reactants, conditions, products, and yield Starting materials: Heterocycles, O.P(=O)(O)(O)[O-].[Na+] (sodium dihydrogen phosphate hydrate), Cl(=O)[O-].[Na+] (sodium chlorite), COC1=C(C=O)C=C(C=C1)OC(F)(F)F (2-methoxy-5-trifluoromethoxybenzaldehyde), CC(C)=CC (2-methylbut-2-ene), [OH-].[Na+] (sodium hydroxide). The solvent is C(C)(C)(C)O (t-butanol), C(C)(=O)OCC.CCCCCC (ethyl acetate hexane), O (water). Conditions: time 4 hour. Yields the product COC1=C(C(=O)O)C=C(C=C1)OC(F)(F)F (2-methoxy-5-trifluoromethoxybenzoic acid). RXN SMILES: [CH3:1][O:2][C:3]1[CH:10]=[CH:9][C:8]([O:11][C:12]([F:15])([F:14])[F:13])=[CH:7][C:4]=1[CH:5]=[O:6].CC(=CC)C.O.P([O-])(O)(O)=[O:23].[Na+].Cl([O-])=O.[Na+].[OH-].[Na+]>C(O)(C)(C)C.O.C(OCC)(=O)C.CCCCCC>[CH3:1][O:2][C:3]1[CH:10]=[CH:9][C:8]([O:11][C:12]([F:13])([F:14])[F:15])=[CH:7][C:4]=1[C:5]([OH:23])=[O:6] |f:2.3.4,5.6,7.8,11.12|. Procedure details: According to the method of Heterocycles, 16, 2091 (1981), combine 2-methoxy-5-trifluoromethoxybenzaldehyde (0.58 g, 2.65 mmol) and 2-methylbut-2-ene (37 mL) in t-butanol (16 mL). Add dropwise a solution of sodium dihydrogen phosphate hydrate (0.92 g) and sodium chlorite (0.42 g, 4.7 mmol) in water (10 mL). After 4 hours, adjust the pH of the reaction mixture to about 8 to 9 using a 1 M aqueous sodium hydroxide solution. Evaporate the reaction mixture in vacuo at about ambient temperature to remo... Starting materials: OC1CC(CCC1)OCC1=C(C(=O)OC)C(=CC=C1)C (methyl 2-(3-hydroxycyclohexyloxymethyl)-6-methylbenzoate), COC=1C=C(C=CC1OC)C=1OC(=C(N1)CI)C (2-(3,4-dimethoxyphenyl)-4-iodomethyl-5-methyloxazol). Yields the product COC=1C=C(C=CC1OC)C=1OC(=C(N1)COC1CC(CCC1)OCC1=C(C(=O)O)C(=CC=C1)C)C (2-{3-[2-(3,4-Dimethoxyphenyl)-5-methyloxazol-4-ylmethoxy]cyclohexyloxymethyl}-6-methylbenzoic acid). Reaction SMILES: [OH:1][CH:2]1[CH2:7][CH2:6][CH2:5][CH:4]([O:8][CH2:9][C:10]2[CH:19]=[CH:18][CH:17]=[C:16]([CH3:20])[C:11]=2[C:12]([O:14]C)=[O:13])[CH2:3]1.[CH3:21][O:22][C:23]1[CH:24]=[C:25]([C:31]2[O:32][C:33]([CH3:38])=[C:34]([CH2:36]I)[N:35]=2)[CH:26]=[CH:27][C:28]=1[O:29][CH3:30]>>[CH3:21][O:22][C:23]1[CH:24]=[C:25]([C:31]2[O:32][C:33]([CH3:38])=[C:34]([CH2:36][O:1][CH:2]3[CH2:7][CH2:6][CH2:5][CH:4]([O:8][CH2:9][C:10]4[CH:19]=[CH:18][CH:17]=[C:16]([CH3:20])[C:11]=4[C:12]([OH:14])=[O:13])[CH2:3]3)[N:35]=2)[CH:26]=[CH:27][C:28]=1[O:29][CH3:30]. Reported procedure: Using methyl 2-(3-hydroxycyclohexyloxymethyl)-6-methylbenzoate and 2-(3,4-dimethoxyphenyl)-4-iodomethyl-5-methyloxazol as starting materials in the procedure of Example XXXI, gave the product 67 of molecular weight 495.58 (C28H33NO7), MS(ESI): 496.20 (M+H+).